This data is from the Open Reaction Database (ORD), a public repository of structured organic reaction records. The task is: describe an organic reaction: reactants, conditions, products, and yield Product: CCCCOc1ccc(OC)cc1-c1cc(CO)ccc1C(C)(C)C. Reaction SMILES: [Al+3:29].[CH2:1]([CH2:2][CH2:3][CH3:4])[O:5][c:6]1[c:7](-[c:14]2[cH:15][c:16]([C:24](=[O:25])[O:26][CH3:27])[cH:17][cH:18][c:19]2[C:20]([CH3:21])([CH3:22])[CH3:23])[cH:8][c:9]([O:12][CH3:13])[cH:10][cH:11]1.[CH2:34]1[O:35][CH2:36][CH2:37][CH2:38]1.[H-:28].[H-:31].[H-:32].[H-:33].[Li+:30]>>[CH2:1]([CH2:2][CH2:3][CH3:4])[O:5][c:6]1[c:7](-[c:14]2[cH:15][c:16]([CH2:24][OH:25])[cH:17][cH:18][c:19]2[C:20]([CH3:21])([CH3:22])[CH3:23])[cH:8][c:9]([O:12][CH3:13])[cH:10][cH:11]1. Reactants: [Al+3], CCCCOc1ccc(OC)cc1-c1cc(C(=O)OC)ccc1C(C)(C)C, C1CCOC1, [H-], [H-], [H-], [H-], [Li+]. Starting materials: COc1cc2c(cc1Br)CCNCC2c1ccccc1, O=CO. Product: COc1cc2c(cc1Br)CCN(C)CC2c1ccccc1. Reaction SMILES: [Br:1][c:2]1[cH:3][c:4]2[c:5]([cH:17][c:18]1[O:19][CH3:20])[CH:6]([c:11]1[cH:12][cH:13][cH:14][cH:15][cH:16]1)[CH2:7][NH:8][CH2:9][CH2:10]2.[CH:21]([OH:22])=[O:23]>>[Br:1][c:2]1[cH:3][c:4]2[c:5]([cH:17][c:18]1[O:19][CH3:20])[CH:6]([c:11]1[cH:12][cH:13][cH:14][cH:15][cH:16]1)[CH2:7][N:8]([CH3:21])[CH2:9][CH2:10]2.